Task: describe an organic reaction: reactants, conditions, products, and yield. Dataset: the Open Reaction Database (ORD), a public repository of structured organic reaction records The reactants are O (water), N1=CC=CC=C1 (pyridine), C(C1=CC=CC=C1)(=O)Cl (benzoyl chloride), CC1(CCS(C2=C(C(=CC=C12)C(=O)C1C(CCCC1=O)=O)C)(=O)=O)C (2-(4,4,8-trimethyl-1,1-dioxothiochroman-7-yl)carbonyl-1,3-cyclohexanedione). The solvent is C(Cl)Cl (methylene chloride). Reaction conditions: time 2 hour. Yields the product C1(=CC=CC=C1)C(=O)OC1=C(C(CCC1)=O)C(=O)C1=CC=C2C(CCS(C2=C1C)(=O)=O)(C)C (1-(Phenylcarbonyloxy)-2-(4,4,8-trimethyl-1,1-dioxothiochroman-7-yl)carbonylcyclohex-1-en-3-one). Reaction SMILES: [CH3:1][C:2]1([CH3:25])[C:11]2[C:6](=[C:7]([CH3:22])[C:8]([C:12]([CH:14]3[C:19](=[O:20])[CH2:18][CH2:17][CH2:16][C:15]3=[O:21])=[O:13])=[CH:9][CH:10]=2)[S:5](=[O:24])(=[O:23])[CH2:4][CH2:3]1.N1C=CC=CC=1.[C:32](Cl)(=[O:39])[C:33]1[CH:38]=[CH:37][CH:36]=[CH:35][CH:34]=1.O>C(Cl)Cl>[C:33]1([C:32]([O:20][C:19]2[CH2:18][CH2:17][CH2:16][C:15](=[O:21])[C:14]=2[C:12]([C:8]2[C:7]([CH3:22])=[C:6]3[C:11]([C:2]([CH3:25])([CH3:1])[CH2:3][CH2:4][S:5]3(=[O:24])=[O:23])=[CH:10][CH:9]=2)=[O:13])=[O:39])[CH:38]=[CH:37][CH:36]=[CH:35][CH:34]=1. Procedure details: 0.8 g (2.2 mmol) of 2-(4,4,8-trimethyl-1,1-dioxothiochroman-7-yl)carbonyl-1,3-cyclohexanedione was dissolved in 10 ml of methylene chloride, and 0.17 g (2.2 mmol) of pyridine and 0.31 g (2.2 mmol) of benzoyl chloride was added. The mixture was stirred at room temperature for 2 hours, water was added, and the organic phase was separated off, extracted with 2 N hydrochloric acid and dried. The solvent was subsequently distilled off and the residue was chromatographed over silica gel. Reactants: C(C)OC(C(CC(C)C)C=1C=C(C=C(C1)OS(=O)(=O)C(F)(F)F)C1=CC=C(C=C1)C(F)(F)F)=O (4-Methyl-2-(5-trifluoromethanesulfonyloxy-4′-trifluoromethyl-biphenyl-3-yl)-pentanoic acid ethyl ester), FC(C=1C=C(C=C(C1)C(F)(F)F)B(O)O)(F)F (3,5-bis-trifluoromethyl-phenylboronic acid). The product is CC(CC(C(=O)O)C=1C=C(C=C(C1)C1=CC(=CC(=C1)C(F)(F)F)C(F)(F)F)C1=CC=C(C=C1)C(F)(F)F)C (4-Methyl-2-(3,5,4″-tris-trifluoromethyl-[1,1′;3′,1″]terphenyl-5′-yl)-pentanoic acid). Reaction SMILES: C([O:3][C:4](=[O:34])[CH:5]([C:10]1[CH:11]=[C:12]([C:24]2[CH:29]=[CH:28][C:27]([C:30]([F:33])([F:32])[F:31])=[CH:26][CH:25]=2)[CH:13]=[C:14](OS(C(F)(F)F)(=O)=O)[CH:15]=1)[CH2:6][CH:7]([CH3:9])[CH3:8])C.[F:35][C:36]([F:51])([F:50])[C:37]1[CH:38]=[C:39](B(O)O)[CH:40]=[C:41]([C:43]([F:46])([F:45])[F:44])[CH:42]=1>>[CH3:8][CH:7]([CH3:9])[CH2:6][CH:5]([C:10]1[CH:11]=[C:12]([C:24]2[CH:25]=[CH:26][C:27]([C:30]([F:31])([F:32])[F:33])=[CH:28][CH:29]=2)[CH:13]=[C:14]([C:39]2[CH:38]=[C:37]([C:36]([F:51])([F:50])[F:35])[CH:42]=[C:41]([C:43]([F:46])([F:45])[F:44])[CH:40]=2)[CH:15]=1)[C:4]([OH:34])=[O:3]. Reported procedure: The title compound was prepared from a Suzuki coupling of 4-Methyl-2-(5-trifluoromethanesulfonyloxy-4′-trifluoromethyl-biphenyl-3-yl)-pentanoic acid ethyl ester (intermediate Example 1g) with 3,5-bis-trifluoromethyl-phenylboronic acid under the conditions described in Example 1; 1H NMR (400 MHz, CHLOROFORM-D) δ ppm 0.94-1.01 (m, 6H), 1.54-1.65 (m, 1H), 1.79 (ddd, J=13.82, 7.09, 6.97 Hz, 1H), 2.04-2.15 (m, 1H), 3.85 (t, J=7.70 Hz, 1H), 7.56 (d, J=1.71 Hz, 1H), 7.64 (s, 1H), 7.67 (t, J=1.59 Hz, 1H... Starting materials: COC(=O)c1c(CBr)c(=O)c2ccc(Cl)cc2n1-c1ccccc1, [N-]=[N+]=[N-], [Na+], CN(C)C=O. Yields the product COC(=O)c1c(CN=[N+]=[N-])c(=O)c2ccc(Cl)cc2n1-c1ccccc1. As a reaction SMILES: [Br:1][CH2:2][c:3]1[c:4]([C:21](=[O:22])[O:23][CH3:24])[n:5](-[c:15]2[cH:16][cH:17][cH:18][cH:19][cH:20]2)[c:6]2[cH:7][c:8]([Cl:14])[cH:9][cH:10][c:11]2[c:12]1=[O:13].[N-:26]=[N+:27]=[N-:28].[Na+:25].[O:29]=[CH:30][N:31]([CH3:32])[CH3:33]>>[CH2:2]([c:3]1[c:4]([C:21](=[O:22])[O:23][CH3:24])[n:5](-[c:15]2[cH:16][cH:17][cH:18][cH:19][cH:20]2)[c:6]2[cH:7][c:8]([Cl:14])[cH:9][cH:10][c:11]2[c:12]1=[O:13])[N:26]=[N+:27]=[N-:28]. The reactants are O=C([O-])[O-], CCn1c(=O)[nH]c(=O)c2c1ncn2Cc1ccccc1, CN(C)C=O, CO, CCC(C)OCCl, [K+], [K+], O. Product: CCC(C)OCn1c(=O)c2c(ncn2Cc2ccccc2)n(CC)c1=O. Reaction SMILES: [C:1](=[O:2])([O-:3])[O-:4].[CH2:7]([c:8]1[cH:9][cH:10][cH:11][cH:12][cH:13]1)[n:14]1[cH:15][n:16][c:17]2[n:18]([CH2:25][CH3:26])[c:19](=[O:24])[nH:20][c:21](=[O:23])[c:22]12.[CH3:34][N:35]([CH3:36])[CH:37]=[O:38].[CH3:40][OH:41].[CH:27]([CH3:28])([CH2:29][CH3:30])[O:31][CH2:32][Cl:33].[K+:5].[K+:6].[OH2:39]>>[CH2:7]([c:8]1[cH:9][cH:10][cH:11][cH:12][cH:13]1)[n:14]1[cH:15][n:16][c:17]2[n:18]([CH2:25][CH3:26])[c:19](=[O:24])[n:20]([CH2:32][O:31][CH:27]([CH3:28])[CH2:29][CH3:30])[c:21](=[O:23])[c:22]12. Starting materials: N#CC1(CCBr)c2ccccc2CCCc2ccccc21, O=C([O-])[O-], CCOCC, ClCCl, CS(C)=O, C1CC2CCC1CN2, CC(C)O, Cl, [K+], [K+], O. Yields the product N#CC1(CCN2CC3CCC2CC3)c2ccccc2CCCc2ccccc21, Cl. RXN SMILES: [C:1](#[N:2])[C:3]1([CH2:19][CH2:20][Br:21])[c:4]2[c:5]([cH:15][cH:16][cH:17][cH:18]2)[CH2:6][CH2:7][CH2:8][c:9]2[c:10]1[cH:11][cH:12][cH:13][cH:14]2.[C:31](=[O:32])([O-:33])[O-:34].[CH2:41]([O:42][CH2:43][CH3:44])[CH3:45].[CH2:46]([Cl:47])[Cl:48].[CH3:37][S:38]([CH3:39])=[O:40].[CH:23]12[NH:24][CH2:25][CH:26]([CH2:27][CH2:28]1)[CH2:29][CH2:30]2.[CH:49]([OH:50])([CH3:51])[CH3:52].[ClH:22].[K+:35].[K+:36].[OH2:53]>>[C:1](#[N:2])[C:3]1([CH2:19][CH2:20][N:24]2[CH:23]3[CH2:28][CH2:27][CH:26]([CH2:25]2)[CH2:29][CH2:30]3)[c:4]2[c:5]([cH:15][cH:16][cH:17][cH:18]2)[CH2:6][CH2:7][CH2:8][c:9]2[c:10]1[cH:11][cH:12][cH:13][cH:14]2.[ClH:22]. The reactants are CO, CC(C)(CCC#N)CN(CC(O)C(Cc1ccccc1)NC(=O)OC1COCOC1)S(=O)(=O)c1ccc(OCc2ccccc2)cc1. Product: CC(C)(CCC#N)CN(CC(O)C(Cc1ccccc1)NC(=O)OC1COCOC1)S(=O)(=O)c1ccc(O)cc1. As a reaction SMILES: [CH3:48][OH:49].[O:1]1[CH2:2][O:3][CH2:4][CH:5]([O:7][C:8]([NH:9][CH:10]([CH:11]([CH2:12][N:13]([S:14](=[O:15])(=[O:16])[c:17]2[cH:18][cH:19][c:20]([O:23][CH2:24][c:25]3[cH:26][cH:27][cH:28][cH:29][cH:30]3)[cH:21][cH:22]2)[CH2:31][C:32]([CH2:33][CH2:34][C:35]#[N:36])([CH3:37])[CH3:38])[OH:39])[CH2:40][c:41]2[cH:42][cH:43][cH:44][cH:45][cH:46]2)=[O:47])[CH2:6]1>>[O:1]1[CH2:2][O:3][CH2:4][CH:5]([O:7][C:8]([NH:9][CH:10]([CH:11]([CH2:12][N:13]([S:14](=[O:15])(=[O:16])[c:17]2[cH:18][cH:19][c:20]([OH:23])[cH:21][cH:22]2)[CH2:31][C:32]([CH2:33][CH2:34][C:35]#[N:36])([CH3:37])[CH3:38])[OH:39])[CH2:40][c:41]2[cH:42][cH:43][cH:44][cH:45][cH:46]2)=[O:47])[CH2:6]1.